Dataset: the Open Reaction Database (ORD), a public repository of structured organic reaction records. Task: describe an organic reaction: reactants, conditions, products, and yield The reactants are C([O-])([O-])=O.[K+].[K+] (potassium carbonate), N1N=CN=C1 (1,2,4-triazole), ClC1=CC=C(C=C1)CC1CO1 (1-(4-chlorophenyl)-2,3-epoxypropane). Run in C(C)#N (acetonitrile). Product: ClC1=CC=C(C=C1)CC(CN1N=CN=C1)O (1-(4-chlorophenyl)-3-(1,2,4-triazol-1-yl)-2-propanol). As a reaction SMILES: C(=O)([O-])[O-].[K+].[K+].[NH:7]1[CH:11]=[N:10][CH:9]=[N:8]1.[Cl:12][C:13]1[CH:18]=[CH:17][C:16]([CH2:19][CH:20]2[O:22][CH2:21]2)=[CH:15][CH:14]=1>C(#N)C>[Cl:12][C:13]1[CH:14]=[CH:15][C:16]([CH2:19][CH:20]([OH:22])[CH2:21][N:7]2[CH:11]=[N:10][CH:9]=[N:8]2)=[CH:17][CH:18]=1 |f:0.1.2|. Procedure: To a suspension of potassium carbonate (8.14 g) and 1,2,4-triazole (8.14 g) in acetonitrile (100 ml) was added 1-(4-chlorophenyl)-2,3-epoxypropane (9.0 g), and the resulting suspension was heated to 70° for 4.5 h. The excess acetonitrile was evaporated under reduced pressure, and the residue was partitioned between ethyl acetate and water. The organic layer was separated, washed with water and dried, and the solvent was evaporated to give a colourless oil. Purification by column chromatography o...